Dataset: the Open Reaction Database (ORD), a public repository of structured organic reaction records. Task: describe an organic reaction: reactants, conditions, products, and yield The reactants are ClC=1C=C(C=C(C1)F)C1=CC(=C(C=C1)OC)N1C(C=CC2=CC(=CC=C12)S(=O)(=O)OC1=C(C(=C(C(=C1F)F)F)F)F)=O (perfluorophenyl 1-(3′-chloro-5′-fluoro-4-methoxy-[1,1′-biphenyl]-3-yl)-2-oxo-1,2-dihydroquinoline-6-sulfonate), [Li+].C[Si](C)(C)[N-][Si](C)(C)C (LHMDS), NC1=NC=NC=C1 (4-Aminopyrimidine). Solvent: O1CCCC1 (tetrahydrofuran), C1CCOC1 (THF), CCOC(=O)C (EtOAc), Cl (HCl), CS(=O)C (dimethyl sulfoxide). Run at temperature 0 celsius. Yields the product ClC=1C=C(C=C(C1)F)C1=CC(=C(C=C1)OC)N1C(C=CC2=CC(=CC=C12)S(=O)(=O)NC1=NC=NC=C1)=O (1-(3′-chloro-5′-fluoro-4-methoxy-[1,1′-biphenyl]-3-yl)-2-oxo-N-(pyrimidin-4-yl)-1,2-dihydroquinoline-6-sulfonamide). Isolated yield 48.9%. As a reaction SMILES: [NH2:1][C:2]1[CH:7]=[CH:6][N:5]=[CH:4][N:3]=1.[Cl:8][C:9]1[CH:10]=[C:11]([C:16]2[CH:21]=[CH:20][C:19]([O:22][CH3:23])=[C:18]([N:24]3[C:33]4[C:28](=[CH:29][C:30]([S:34](OC5C(F)=C(F)C(F)=C(F)C=5F)(=[O:36])=[O:35])=[CH:31][CH:32]=4)[CH:27]=[CH:26][C:25]3=[O:49])[CH:17]=2)[CH:12]=[C:13]([F:15])[CH:14]=1.[Li+].C[Si]([N-][Si](C)(C)C)(C)C>CS(C)=O.O1CCCC1.CCOC(C)=O.Cl>[Cl:8][C:9]1[CH:10]=[C:11]([C:16]2[CH:21]=[CH:20][C:19]([O:22][CH3:23])=[C:18]([N:24]3[C:33]4[C:28](=[CH:29][C:30]([S:34]([NH:1][C:2]5[CH:7]=[CH:6][N:5]=[CH:4][N:3]=5)(=[O:35])=[O:36])=[CH:31][CH:32]=4)[CH:27]=[CH:26][C:25]3=[O:49])[CH:17]=2)[CH:12]=[C:13]([F:15])[CH:14]=1 |f:2.3|. Procedure: 4-Aminopyrimidine (0.099 g, 1.038 mmol) was dissolved in dimethyl sulfoxide (1.997 ml), and perfluorophenyl 1-(3′-chloro-5′-fluoro-4-methoxy-[1,1′-biphenyl]-3-yl)-2-oxo-1,2-dihydroquinoline-6-sulfonate (0.500 g, 0.799 mmol) in tetrahydrofuran (5.99 ml) was added as a solution. The reaction was cooled to 0° C. and LHMDS, 1.0M in THF (1.837 ml, 1.837 mmol) was added drop wise. The reaction mixture was diluted with EtOAc and 1N HCl (aq). The layers were separated, and the aqueous was washed (xl) wi... Starting materials: ClC1=CC=C(C=C1)C(C=1C=C2C(=CC(NC2=C(C1)NCCCC(=O)OCC)=O)NC1CCN(CC1)S(=O)(=O)C(F)(F)F)C1=CC=C(C=C1)Cl (ethyl 4-((6-(bis(4-chlorophenyl)methyl)-2-oxo-4-((1-((trifluoromethyl)sulfonyl)piperidin-4-yl)amino)-1,2-dihydroquinolin-8-yl)amino)butanoate), [OH-].[Na+] (NaOH). Solvent: C1CCOC1 (THF). Conditions: time 3.5 hour. Product: ClC1=CC=C(C=C1)C(C=1C=C2C(=CC(NC2=C(C1)N1C(CCC1)=O)=O)NC1CCN(CC1)S(=O)(=O)C(F)(F)F)C1=CC=C(C=C1)Cl (6-(bis(4-chlorophenyl)methyl)-8-(2-oxopyrrolidin-1-yl)-4-((1-((trifluoromethyl)sulfonyl)piperidin-4-yl)amino)quinolin-2(1H)-one). Reaction SMILES: [Cl:1][C:2]1[CH:7]=[CH:6][C:5]([CH:8]([C:43]2[CH:48]=[CH:47][C:46]([Cl:49])=[CH:45][CH:44]=2)[C:9]2[CH:10]=[C:11]3[C:16](=[C:17]([NH:19][CH2:20][CH2:21][CH2:22][C:23]([O:25]CC)=O)[CH:18]=2)[NH:15][C:14](=[O:28])[CH:13]=[C:12]3[NH:29][CH:30]2[CH2:35][CH2:34][N:33]([S:36]([C:39]([F:42])([F:41])[F:40])(=[O:38])=[O:37])[CH2:32][CH2:31]2)=[CH:4][CH:3]=1.[OH-].[Na+]>C1COCC1>[Cl:49][C:46]1[CH:45]=[CH:44][C:43]([CH:8]([C:5]2[CH:6]=[CH:7][C:2]([Cl:1])=[CH:3][CH:4]=2)[C:9]2[CH:10]=[C:11]3[C:16](=[C:17]([N:19]4[CH2:20][CH2:21][CH2:22][C:23]4=[O:25])[CH:18]=2)[NH:15][C:14](=[O:28])[CH:13]=[C:12]3[NH:29][CH:30]2[CH2:35][CH2:34][N:33]([S:36]([C:39]([F:41])([F:42])[F:40])(=[O:38])=[O:37])[CH2:32][CH2:31]2)=[CH:48][CH:47]=1 |f:1.2|. Reported procedure: To a solution of ethyl 4-((6-(bis(4-chlorophenyl)methyl)-2-oxo-4-((1-((trifluoromethyl)sulfonyl)piperidin-4-yl)amino)-1,2-dihydroquinolin-8-yl)amino)butanoate (20 mg, 0.027 mmol) in THF (1 mL) was added 1N NaOH solution (0.12 mL) and mixture was stirred at room temperature for 3.5 hr. No more starting material was observed. The reaction was concentrated and neutralized to pH=5 with 1N HCl aqueous solution. The solid was extracted with EtOAc three times. The organics were concentrated and purifie...